Dataset: the Open Reaction Database (ORD), a public repository of structured organic reaction records. Task: describe an organic reaction: reactants, conditions, products, and yield Reactants: FC=1C=C(N)C=CC1OC1=CC2=CN(N=C2C=C1N1CC(OCC1)C)C1OCCCC1 (3-fluoro-4-(6-(2-methylmorpholino)-2-(tetrahydro-2H-pyran-2-yl)-2H-indazol-5-yloxy)aniline), FC1=CC=C(C=C1)N1C(C(=CC=C1)C(=O)O)=O (1-(4-fluorophenyl)-2-oxo-1,2-dihydropyridine-3-carboxylic acid), CCN=C=NCCCN(C)C (EDCI), C=1C=CC2=C(C1)N=NN2O (HOBT), CCN(C(C)C)C(C)C (DIPEA), CN(C)C=O (DMF). The solvent is CCOC(=O)C (EtOAc). Conditions: time 8 hour. The product is FC=1C=C(C=CC1OC=1C=C2C=NNC2=CC1N1CC(OCC1)C)NC(=O)C=1C(N(C=CC1)C1=CC=C(C=C1)F)=O (N-(3-Fluoro-4-(6-(2-methylmorpholino)-1H-indazol-5-yloxy)phenyl)-1-(4-fluorophenyl)-2-oxo-1,2-dihydropyridine-3-carboxamide), FC=1C=C(C=CC1OC1=CC2=CN(N=C2C=C1N1CC(OCC1)C)C1OCCCC1)NC(=O)C=1C(N(C=CC1)C1=CC=C(C=C1)F)=O (N-(3-fluoro-4-(6-(2-methylmorpholino)-2-(tetrahydro-2H-pyran-2-yl)-2H-indazol-5-yloxy)phenyl)-1-(4-fluorophenyl)-2-oxo-1,2-dihydropyridine-3-carboxamide). Isolated yield 211.5%. RXN SMILES: [F:1][C:2]1[CH:3]=[C:4]([CH:6]=[CH:7][C:8]=1[O:9][C:10]1[C:18]([N:19]2[CH2:24][CH2:23][O:22][CH:21]([CH3:25])[CH2:20]2)=[CH:17][C:16]2[C:12](=[CH:13][N:14]([CH:26]3[CH2:31][CH2:30][CH2:29][CH2:28][O:27]3)[N:15]=2)[CH:11]=1)[NH2:5].[F:32][C:33]1[CH:38]=[CH:37][C:36]([N:39]2[CH:44]=[CH:43][CH:42]=[C:41]([C:45]([OH:47])=[O:46])[C:40]2=[O:48])=[CH:35][CH:34]=1.CCN=C=NCCCN(C)C.C1C=CC2N(O)N=NC=2C=1.CN(C=O)C.CCN(C(C)C)C(C)C>CCOC(C)=O>[F:1][C:2]1[CH:3]=[C:4]([NH:5][C:45]([C:41]2[C:40](=[O:48])[N:39]([C:36]3[CH:35]=[CH:34][C:33]([F:32])=[CH:38][CH:37]=3)[CH:44]=[CH:43][CH:42]=2)=[O:46])[CH:6]=[CH:7][C:8]=1[O:9][C:10]1[CH:11]=[C:12]2[C:16](=[CH:17][C:18]=1[N:19]1[CH2:24][CH2:23][O:22][CH:21]([CH3:25])[CH2:20]1)[NH:15][N:14]=[CH:13]2.[F:1][C:2]1[CH:3]=[C:4]([NH:5][C:45]([C:41]2[C:40](=[O:48])[N:39]([C:36]3[CH:35]=[CH:34][C:33]([F:32])=[CH:38][CH:37]=3)[CH:44]=[CH:43][CH:42]=2)=[O:47])[CH:6]=[CH:7][C:8]=1[O:9][C:10]1[C:18]([N:19]2[CH2:24][CH2:23][O:22][CH:21]([CH3:25])[CH2:20]2)=[CH:17][C:16]2[C:12](=[CH:13][N:14]([CH:26]3[CH2:31][CH2:30][CH2:29][CH2:28][O:27]3)[N:15]=2)[CH:11]=1. Procedure details: To a 10 mL screw-cap vial is added 3-fluoro-4-(6-(2-methylmorpholino)-2-(tetrahydro-2H-pyran-2-yl)-2H-indazol-5-yloxy)aniline (44 mg, 103.17 μmol), 1-(4-fluorophenyl)-2-oxo-1,2-dihydropyridine-3-carboxylic acid (42 mg, 0.18 mmol), EDCI (45.177 mg, 232.13 μmol), HOBT (23.699 mg, 154.75 μmol) followed by DMF (5 mL, 64.66 mmol) and DIPEA (44.980 μL, 257.92 μmol). The reaction mixture is stirred at RT overnight. The reaction is diluted into EtOAc (50 mL) and washed with saturated aqueous sodium chlo...